This data is from the Open Reaction Database (ORD), a public repository of structured organic reaction records. The task is: describe an organic reaction: reactants, conditions, products, and yield The reactants are C(C1=CC=CC=C1)N1C(=CC2=NC(=CC=C21)Cl)Br (1-benzyl-2-bromo-5-chloro-1H-pyrrolo[3,2-b]pyridine), C(CCC)[Sn](C1=NC=CC=C1)(CCCC)CCCC (2-(tributylstannyl)pyridine). The reagents and catalysts are C=1C=CC(=CC1)[P](C=2C=CC=CC2)(C=3C=CC=CC3)[Pd]([P](C=4C=CC=CC4)(C=5C=CC=CC5)C=6C=CC=CC6)([P](C=7C=CC=CC7)(C=8C=CC=CC8)C=9C=CC=CC9)[P](C=1C=CC=CC1)(C=1C=CC=CC1)C=1C=CC=CC1 (Tetrakis(triphenylphosphine)palladium(0)). Solvent: C1(=CC=CC=C1)C (toluene). Run at temperature 110 celsius, time 6 hour. Yields the product C(C1=CC=CC=C1)N1C(=CC2=NC(=CC=C21)Cl)C2=NC=CC=C2 (1-benzyl-5-chloro-2-pyridin-2-yl-1H-pyrrolo[3,2-b]pyridine). Yield: 40.3%. RXN SMILES: [CH2:1]([N:8]1[C:16]2[C:11](=[N:12][C:13]([Cl:17])=[CH:14][CH:15]=2)[CH:10]=[C:9]1Br)[C:2]1[CH:7]=[CH:6][CH:5]=[CH:4][CH:3]=1.C([Sn](CCCC)(CCCC)[C:24]1[CH:29]=[CH:28][CH:27]=[CH:26][N:25]=1)CCC>C1(C)C=CC=CC=1.C1C=CC([P]([Pd]([P](C2C=CC=CC=2)(C2C=CC=CC=2)C2C=CC=CC=2)([P](C2C=CC=CC=2)(C2C=CC=CC=2)C2C=CC=CC=2)[P](C2C=CC=CC=2)(C2C=CC=CC=2)C2C=CC=CC=2)(C2C=CC=CC=2)C2C=CC=CC=2)=CC=1>[CH2:1]([N:8]1[C:16]2[C:11](=[N:12][C:13]([Cl:17])=[CH:14][CH:15]=2)[CH:10]=[C:9]1[C:24]1[CH:29]=[CH:28][CH:27]=[CH:26][N:25]=1)[C:2]1[CH:7]=[CH:6][CH:5]=[CH:4][CH:3]=1 |^1:48,50,69,88|. Procedure details: A mixture of 1-benzyl-2-bromo-5-chloro-1H-pyrrolo[3,2-b]pyridine (0.10 g, 0.31 mmol, from Example 62, Step 2) and 2-(tributylstannyl)pyridine (0.11 g, 0.31 mmol, Aldrich) in toluene (6.0 mL) was degassed by a stream of nitrogen through the solution for 10 minutes. Tetrakis(triphenylphosphine)palladium(0) (36 mg, 0.031 mmol) was added and the mixture was stirred at 110° C. for 6 hours. Solvent was removed in vacuo and the residue was dissolved in MeCN, filtered and concentrated. Flash chromatogra... Starting materials: C(C)(C)I (isopropyl iodide), BrC=1C=C(C=C(C1OC1=NNC(C=C1)=O)Br)CCOC(C)=O (Acetic acid 2-[3,5-dibromo-4-(6-oxo-1,6-dihydro-pyridazin-3-yloxy)-phenyl]-ethyl ester). Run at temperature 50 celsius. Product: BrC=1C=C(C=C(C1OC1=NN(C(C=C1)=O)C(C)C)Br)CCOC(C)=O (acetic acid 2-[3,5-dibromo-4-(1-isopropyl-6-oxo-1,6-dihydro-pyridazin-3-yloxy)-phenyl]-ethyl ester). Isolated yield 79.0%. RXN SMILES: [CH:1](I)([CH3:3])[CH3:2].[Br:5][C:6]1[CH:7]=[C:8]([CH2:21][CH2:22][O:23][C:24](=[O:26])[CH3:25])[CH:9]=[C:10]([Br:20])[C:11]=1[O:12][C:13]1[CH:18]=[CH:17][C:16](=[O:19])[NH:15][N:14]=1>>[Br:5][C:6]1[CH:7]=[C:8]([CH2:21][CH2:22][O:23][C:24](=[O:26])[CH3:25])[CH:9]=[C:10]([Br:20])[C:11]=1[O:12][C:13]1[CH:18]=[CH:17][C:16](=[O:19])[N:15]([CH:1]([CH3:3])[CH3:2])[N:14]=1. Procedure details: This compound was prepared by a similar method to that described in Example 10, Step 2 except that isopropyl iodide was used in place of methyl iodide and acetic acid 2-[3,5-dibromo-4-(6-oxo-1,6-dihydro-pyridazin-3-yloxy)-phenyl]-ethyl ester (39) was used in place of acetic acid 2-[3,5-dichloro-4-(5-isopropyl-6-oxo-1,6-dihydro-pyridazin-3-yloxy)-phenyl]-ethyl ester (34). The method was similar except that the reaction was heated to 50° C. for 24 h. The product was purified by column chromatograp...